Dataset: the Open Reaction Database (ORD), a public repository of structured organic reaction records. Task: describe an organic reaction: reactants, conditions, products, and yield As a reaction SMILES: Br[C:2]1[C:8]([CH3:9])=[CH:7][C:5]([NH2:6])=[C:4]([F:10])[CH:3]=1.[CH3:11][C:12]1[CH:17]=[C:16](B(O)O)[CH:15]=[CH:14][N:13]=1.C1(C)C=CC=CC=1.C(=O)([O-])[O-].[Na+].[Na+]>C1C=CC([P]([Pd]([P](C2C=CC=CC=2)(C2C=CC=CC=2)C2C=CC=CC=2)([P](C2C=CC=CC=2)(C2C=CC=CC=2)C2C=CC=CC=2)[P](C2C=CC=CC=2)(C2C=CC=CC=2)C2C=CC=CC=2)(C2C=CC=CC=2)C2C=CC=CC=2)=CC=1.C(O)C>[F:10][C:4]1[CH:3]=[C:2]([C:16]2[CH:15]=[CH:14][N:13]=[C:12]([CH3:11])[CH:17]=2)[C:8]([CH3:9])=[CH:7][C:5]=1[NH2:6] |f:3.4.5,^1:37,39,58,77|. Procedure: To a round bottom flask charged with 4-bromo-2-fluoro-5-methylaniline 191-1 (2.04 g, 10 mmol), 2-methylpyridin-4-ylboronic acid 191-2 (1.37 g, 10 mmol) and Pd(PPh3)4 (0.4 g, 0.35 mmol) was added toluene (30 mL), ethanol (10 mL) and saturated sodium carbonate (10 mL). The flask was flushed with nitrogen and the reaction was heated to reflux for 10 hours. After the reaction was cooled down to room temperature, it was partitioned between ethyl acetate and saturated NaHCO3 and the organic phase was ... Solvent: C(C)O (ethanol). The product is FC1=C(N)C=C(C(=C1)C1=CC(=NC=C1)C)C (2-fluoro-5-methyl-4-(2-methylpyridin-4-yl)aniline). The reagents and catalysts are C=1C=CC(=CC1)[P](C=2C=CC=CC2)(C=3C=CC=CC3)[Pd]([P](C=4C=CC=CC4)(C=5C=CC=CC5)C=6C=CC=CC6)([P](C=7C=CC=CC7)(C=8C=CC=CC8)C=9C=CC=CC9)[P](C=1C=CC=CC1)(C=1C=CC=CC1)C=1C=CC=CC1 (Pd(PPh3)4). Starting materials: BrC1=CC(=C(N)C=C1C)F (4-bromo-2-fluoro-5-methylaniline), CC1=NC=CC(=C1)B(O)O (2-methylpyridin-4-ylboronic acid), C1(=CC=CC=C1)C (toluene), C([O-])([O-])=O.[Na+].[Na+] (sodium carbonate). The reactants are CN(C(=O)Cl)C1CCC2(C3CCC45C(C3CC=C2C1)CCC5C(N(C4)C)C)C (Methyl-(2,3,11a-trimethyl-2,3,3a,4,5,5a,5b,6,8,9,10,11,11a,11b,12,13-hexadecahydro-1H-2-aza-pentaleno[1,6a-a]phenanthren-9-yl)-carbamic acid chloride), C(CCO)O (1,3-propanediol). Solvent: N1=CC=CC=C1 (pyridine), N1=CC=CC=C1 (pyridine). Run at time 5 day. Product: OCCCOC(N(C1CCC2(C3CCC45C(C3CC=C2C1)CCC5C(N(C4)C)C)C)C)=O (Methyl-(2,3,11a-trimethyl-2,3,3a,4,5,5a,5b,6,8,9,10,11,11a,11b,12,13-hexadecahydro-1H-2-aza-pentaleno[1,6a-a]phenanthren-9-yl)-carbamic acid 3-hydroxy-propyl ester). The yield is 26.9%. RXN SMILES: [CH3:1][N:2]([CH:6]1[CH2:19][C:18]2[C:9]([CH3:28])([CH:10]3[CH:15]([CH2:16][CH:17]=2)[CH:14]2[CH2:20][CH2:21][CH:22]4[CH:23]([CH3:27])[N:24]([CH3:26])[CH2:25][C:13]24[CH2:12][CH2:11]3)[CH2:8][CH2:7]1)[C:3](Cl)=[O:4].[CH2:29]([OH:33])[CH2:30][CH2:31][OH:32]>N1C=CC=CC=1>[OH:32][CH2:31][CH2:30][CH2:29][O:33][C:3](=[O:4])[N:2]([CH3:1])[CH:6]1[CH2:19][C:18]2[C:9]([CH3:28])([CH:10]3[CH:15]([CH2:16][CH:17]=2)[CH:14]2[CH2:20][CH2:21][CH:22]4[CH:23]([CH3:27])[N:24]([CH3:26])[CH2:25][C:13]24[CH2:12][CH2:11]3)[CH2:8][CH2:7]1. Reported procedure: Compound 189A (30 mg, 0.074 mmol) and 1,3-propanediol (54μL, 0.061 mmol), were dissolved in pyridine (1 mL). The mixture was stirred at room temperature for 5 days. Stripped of pyridine, the crude reaction mixture was purified on silica gel column using 0.5% ammonium hydroxide and 5% methanol in dichloromethane to give the desired product (7.3 mg, 22.8% yield). Reactants: C[C@@]12C(NC[C@H]1[C@@H]1CCC3=CC(C=C[C@]3(C)[C@H]1CC2)=O)=O (16-azaandrosta-1,4-diene-3,17-dione), resultant crude product, C(Cl)(Cl)Cl.CO (chloroform methanol). Yields the product C=C1C[C@H]2[C@@H]3CNC([C@@]3(C)CC[C@@H]2[C@]2(C=CC(C=C12)=O)C)=O (6-methylene-16-azaandrosta-1,4-diene-3,17-dione). Reaction SMILES: [CH3:1][C@:2]12[CH2:19][CH2:18][C@H:17]3[C@@H:7]([CH2:8][CH2:9][C:10]4[C@:15]3([CH3:16])[CH:14]=[CH:13][C:12](=[O:20])[CH:11]=4)[C@@H:6]1[CH2:5][NH:4][C:3]2=[O:21].[CH:22](Cl)(Cl)Cl.CO>>[CH2:22]=[C:9]1[C:10]2[C@:15]([CH3:16])([CH:14]=[CH:13][C:12](=[O:20])[CH:11]=2)[C@@H:17]2[C@H:7]([C@H:6]3[C@@:2]([CH2:19][CH2:18]2)([CH3:1])[C:3](=[O:21])[NH:4][CH2:5]3)[CH2:8]1 |f:1.2|. Procedure details: The procedures of Example 14 were repeated using 21 mg of 16-azaandrosta-1,4-diene-3,17-dione in place of 16-oxaandrosta-1,4-diene-3,17-dione, and the resultant crude product was purl fie d by TLC [developing solvent; chloroform: methanol (9:1 )] to obtain 2 mg of 6-methylene-16-azaandrosta-1,4-diene-3,17-dione.